From a dataset of the Open Reaction Database (ORD), a public repository of structured organic reaction records. describe an organic reaction: reactants, conditions, products, and yield The reactants are Cc1c(Br)c(=O)n(C2CCCC2)c2nc(S(C)=O)ncc12, Cc1ccccc1, Nc1ccc(N2CCC(O)CC2)cn1. Yields the product Cc1c(Br)c(=O)n(C2CCCC2)c2nc(Nc3ccc(N4CCC(O)CC4)cn3)ncc12. Reaction SMILES: [Br:1][c:2]1[c:3]([CH3:21])[c:4]2[c:5]([n:6][c:7]([S:10]([CH3:11])=[O:12])[n:8][cH:9]2)[n:13]([CH:16]2[CH2:17][CH2:18][CH2:19][CH2:20]2)[c:14]1=[O:15].[CH3:36][c:37]1[cH:38][cH:39][cH:40][cH:41][cH:42]1.[NH2:22][c:23]1[cH:24][cH:25][c:26]([N:29]2[CH2:30][CH2:31][CH:32]([OH:35])[CH2:33][CH2:34]2)[cH:27][n:28]1>>[Br:1][c:2]1[c:3]([CH3:21])[c:4]2[c:5]([n:6][c:7]([NH:22][c:23]3[cH:24][cH:25][c:26]([N:29]4[CH2:30][CH2:31][CH:32]([OH:35])[CH2:33][CH2:34]4)[cH:27][n:28]3)[n:8][cH:9]2)[n:13]([CH:16]2[CH2:17][CH2:18][CH2:19][CH2:20]2)[c:14]1=[O:15]. Reactants: C1(CCCCCCC1)N (Cyclooctylamine), FC(C(CC(=O)C1=CC=CC=C1)=O)(F)F (4,4,4-trifluoro-1-phenyl-1,3-butanedione), CCN=C=NCCCN(C)C (WSC), C=1C=CC2=C(C1)N=NN2O (HOBt), CN(C)C=O (DMF). Reagents/catalysts: CN(C)C=1C=CN=CC1 (DMAP). Solvent: C(Cl)Cl (DCM), C(=O)(O)[O-].[Na+] (NaHCO3). Run at time 14 hour. Product: C1(CCCCCCC1)NC(=O)C=1C=NN2C1NC(CC2C(F)(F)F)C2=CC=CC=C2 (N-Cyclooctyl-5-phenyl-7-(trifluoromethyl)-4,5,6,7-tetrahydropyrazolo[1,5-a]pyrimidine-3-carboxamide). The yield is 96.0%. RXN SMILES: [CH:1]1([NH2:9])[CH2:8][CH2:7][CH2:6][CH2:5][CH2:4][CH2:3][CH2:2]1.[F:10][C:11]([F:24])([F:23])[C:12](=O)[CH2:13][C:14]([C:16]1[CH:21]=[CH:20][CH:19]=[CH:18][CH:17]=1)=O.CCN=C=[N:29][CH2:30][CH2:31][CH2:32][N:33](C)C.C1C=CC2N(O)N=[N:42]C=2C=1.CN([CH:49]=[O:50])C>CN(C1C=CN=CC=1)C.C(Cl)Cl.C([O-])(O)=O.[Na+]>[CH:1]1([NH:9][C:49]([C:31]2[CH:30]=[N:29][N:42]3[CH:12]([C:11]([F:24])([F:23])[F:10])[CH2:13][CH:14]([C:16]4[CH:21]=[CH:20][CH:19]=[CH:18][CH:17]=4)[NH:33][C:32]=23)=[O:50])[CH2:8][CH2:7][CH2:6][CH2:5][CH2:4][CH2:3][CH2:2]1 |f:7.8|. Procedure: Cyclooctylamine (24 mg, 0.19 mmol) was added to a suspension of compound 1 (0.05 g, 0.16 mmol), WSC (37 mg, 0.19 mmol), HOBt (29 mg, 0.19 mmol) and DMAP (23 mg, 0.19 mmol) in DMF (1.5 mL). The reaction mixture was stirred at room temperature for 14 h, diluted with DCM (0.5 mL) and saturated NaHCO3 solution (0.5 mL), and then separated using PHASE-SEP filtration syringe. The organic layer was concentrated and loaded onto preparative HPLC (Gilson 215 system). The purest fractions were combined to ... Starting materials: OCC=1C=CC=C2C(CC(NC12)=O)(C)C (8-hydroxymethyl-4,4-dimethyl-3,4-dihydro-1H-quinolin-2-one), O1CCCC=C1 (3,4-dihydro-2H-pyran). The product is CC1(CC(NC2=C(C=CC=C12)COC1OCCCC1)=O)C (4,4-Dimethyl-8-(tetrahydropyran-2-yloxymethyl)-3,4-dihydro-1H-quinolin-2-one). As a reaction SMILES: [OH:1][CH2:2][C:3]1[CH:4]=[CH:5][CH:6]=[C:7]2[C:12]=1[NH:11][C:10](=[O:13])[CH2:9][C:8]2([CH3:15])[CH3:14].[O:16]1[CH:21]=[CH:20][CH2:19][CH2:18][CH2:17]1>>[CH3:14][C:8]1([CH3:15])[C:7]2[C:12](=[C:3]([CH2:2][O:1][CH:17]3[CH2:18][CH2:19][CH2:20][CH2:21][O:16]3)[CH:4]=[CH:5][CH:6]=2)[NH:11][C:10](=[O:13])[CH2:9]1. Reported procedure: Analogously to Example 129g, 2.5 g of 8-hydroxymethyl-4,4-dimethyl-3,4-dihydro-1H-quinolin-2-one and 2.28 ml of 3,4-dihydro-2H-pyran are reacted. The title compound is obtained as a light brown oil. Rf=0.25 (1:1 EtOAc-heptane); Rt=4.28. The reactants are CC1(C)COc2ccccc21, CC(=O)[O-], [Na+], CN(C)C=O, O, O=P(Cl)(Cl)Cl. Yields the product CC1(C)COc2ccc(C=O)cc21. RXN SMILES: [CH3:11][C:12]1([CH3:21])[CH2:13][O:14][c:15]2[c:16]1[cH:17][cH:18][cH:19][cH:20]2.[CH3:23][C:24](=[O:25])[O-:26].[Na+:22].[O:6]=[CH:7][N:8]([CH3:9])[CH3:10].[OH2:27].[P:1]([Cl:2])([Cl:3])([Cl:4])=[O:5]>>[O:6]=[CH:7][c:18]1[cH:17][c:16]2[c:15]([cH:20][cH:19]1)[O:14][CH2:13][C:12]2([CH3:11])[CH3:21]. The reactants are FC(C=1C=C(C=C(C1)C(F)(F)F)C1CCN(CC1)C(=O)C1=NNC2=C1CN(CC2)C(=O)OC(C)(C)C)(F)F (tert-butyl 3-(4-(3,5-bis(trifluoromethyl)phenyl)piperidine-1-carbonyl)-6,7-dihydro-1H-pyrazolo[4,3-c]pyridine-5(4H)-carboxylate), CO.C(Cl)Cl (MeOH CH2Cl2), Cl (HCl). Solvent: CCOCC (Et2O). Reaction conditions: time 18 hour. The product is Cl.FC(C=1C=C(C=C(C1)C(F)(F)F)C1CCN(CC1)C(=O)C1=NNC2=C1CNCC2)(F)F ((4-(3,5-Bis(trifluoromethyl)phenyl)piperidin-1-yl)(4,5,6,7-tetrahydro-1H-pyrazolo[4,3-c]pyridin-3-yl)methanone Hydrochloride). The yield is 99.0%. Reaction SMILES: [F:1][C:2]([F:38])([F:37])[C:3]1[CH:4]=[C:5]([CH:13]2[CH2:18][CH2:17][N:16]([C:19]([C:21]3[C:25]4[CH2:26][N:27](C(OC(C)(C)C)=O)[CH2:28][CH2:29][C:24]=4[NH:23][N:22]=3)=[O:20])[CH2:15][CH2:14]2)[CH:6]=[C:7]([C:9]([F:12])([F:11])[F:10])[CH:8]=1.CO.C(Cl)[Cl:42].Cl>CCOCC>[ClH:42].[F:12][C:9]([F:10])([F:11])[C:7]1[CH:6]=[C:5]([CH:13]2[CH2:18][CH2:17][N:16]([C:19]([C:21]3[C:25]4[CH2:26][NH:27][CH2:28][CH2:29][C:24]=4[NH:23][N:22]=3)=[O:20])[CH2:15][CH2:14]2)[CH:4]=[C:3]([C:2]([F:1])([F:37])[F:38])[CH:8]=1 |f:1.2,5.6|. Procedure: To a solution of tert-butyl 3-(4-(3,5-bis(trifluoromethyl)phenyl)piperidine-1-carbonyl)-6,7-dihydro-1H-pyrazolo[4,3-c]pyridine-5(4H)-carboxylate (53, 142 mg, 0.26 mmol) in 1:1 MeOH/CH2Cl2 (2 mL) was added HCl (2N in Et2O, 2 mL). The mixture was stirred for 18 h at ambient temperature. The reaction mixture was diluted with Et2O (20 mL) and the resulting solids were collected by filtration to give (4-(3,5-bis(trifluoromethyl)phenyl)piperidin-1-yl)(4,5,6,7-tetrahydro-1H-pyrazolo[4,3-c]pyridin-3-yl)... Starting materials: CC1=C(C(=O)C(=C(C1=O)OC)OC)C/C=C(\C)/CC/C=C(\C)/CC/C=C(\C)/CC/C=C(\C)/CC/C=C(\C)/CC/C=C(\C)/CC/C=C(\C)/CC/C=C(\C)/CC/C=C(\C)/CCC=C(C)C (ubiquinone), [O-]S(=O)(=S)[O-].[Na+].[Na+] (sodium hyposulfite). Solvent: CCCCCC (hexane). The product is CC1=C(C(=C(C(=C1O)OC)OC)O)C/C=C(\C)/CCC=C(C)C (Ubiquinol). Isolated yield 264.9%. RXN SMILES: [CH3:1][C:2]1[C:8](=[O:9])[C:7]([O:10][CH3:11])=[C:6]([O:12][CH3:13])[C:4](=[O:5])[C:3]=1[CH2:14]/[CH:15]=[C:16](/[CH2:18][CH2:19]/[CH:20]=[C:21](/[CH2:23]C/C=C(/CC/C=C(/CC/C=C(/CC/C=C(/CC/C=C(/CC/C=C(/CC/C=C(/CCC=C(C)C)\C)\C)\C)\C)\C)\C)\C)\[CH3:22])\[CH3:17].[O-]S([O-])(=S)=O.[Na+].[Na+]>CCCCCC>[CH3:1][C:2]1[C:8]([OH:9])=[C:7]([O:10][CH3:11])[C:6]([O:12][CH3:13])=[C:4]([OH:5])[C:3]=1[CH2:14]/[CH:15]=[C:16](/[CH2:18][CH2:19][CH:20]=[C:21]([CH3:23])[CH3:22])\[CH3:17] |f:1.2.3|. Procedure details: 30 g of ubiquinone (MW: 863.36) was dissolved in 300 ml of hexane. While the solution was stirred at room temperature, 300 ml of a 10% (w/v) sodium hyposulfite solution was poured to the solution. The mixture was stirred at room temperature for 2 hours. The mixture was all introduced into a separating funnel, and the hexane layer was collected. The remaining aqueous layer was then extracted twice each with 50 ml of hexane, and the extract was combined with the previously collected hexane layer. ... Reactants: C(CCC)[Li] (n-butyl lithium), solution, C(C)(C)NC(C)C (diisopropylamine), C1(=CC=CC=C1)C(CC(=O)OC)CC (methyl 2-phenylbutanecarboxylate), BrCCC(C)Br (1,3-dibromobutane). Solvent: CCCCCC (hexane), O1CCCC1 (tetrahydrofuran). Run at temperature -10 celsius, time 10 minute. Yields the product BrCCCCC(CC(=O)OC)(C1=CC=CC=C1)CC (methyl 6-bromo-2-ethyl-2-phenyl-hexanecarboxylate). Reaction SMILES: C([Li])CCC.C(NC(C)C)(C)C.[C:13]1([CH:19]([CH2:25][CH3:26])[CH2:20][C:21]([O:23][CH3:24])=[O:22])[CH:18]=[CH:17][CH:16]=[CH:15][CH:14]=1.[Br:27][CH2:28][CH2:29][CH:30](Br)[CH3:31]>CCCCCC.O1CCCC1>[Br:27][CH2:28][CH2:29][CH2:30][CH2:31][C:19]([CH2:25][CH3:26])([C:13]1[CH:18]=[CH:17][CH:16]=[CH:15][CH:14]=1)[CH2:20][C:21]([O:23][CH3:24])=[O:22]. Procedure details: 40 ml (0.1 mol) of n-butyl lithium as a 2.5 molar solution in hexane are added dropwise to a solution of 14 ml (0.1 mol) of diisopropylamine in 150 ml of anhydrous tetrahydrofuran at −30° C. and stirred for 10 minutes at −10° C. At −76° C., 16.4 g (0.1 mol) of methyl 2-phenylbutanecarboxylate are added dropwise and the mixture is stirred for 30 minutes at this temperature. Then 12.12 ml (0.101 mol) of 1,3-dibromobutane are added, when the addition has ended the cooling bath is removed and the mi...